This data is from the Open Reaction Database (ORD), a public repository of structured organic reaction records. The task is: describe an organic reaction: reactants, conditions, products, and yield Starting materials: C=CCC1(c2ccccc2)CCN(C(C)c2ccc(-c3cccs3)cc2)C(=O)O1, OB(O)c1cccs1. Product: CC(c1ccc(-c2cccs2)cc1)N1CCC(CCCO)(c2ccccc2)OC1=O. Reaction SMILES: [CH2:1]([CH:2]=[CH2:3])[C:4]1([c:24]2[cH:25][cH:26][cH:27][cH:28][cH:29]2)[CH2:5][CH2:6][N:7]([CH:11]([CH3:12])[c:13]2[cH:14][cH:15][c:16](-[c:19]3[s:20][cH:21][cH:22][cH:23]3)[cH:17][cH:18]2)[C:8](=[O:10])[O:9]1.[s:30]1[cH:31][cH:32][cH:33][c:34]1[B:35]([OH:36])[OH:37]>>[CH2:1]([CH2:2][CH2:3][OH:36])[C:4]1([c:24]2[cH:25][cH:26][cH:27][cH:28][cH:29]2)[CH2:5][CH2:6][N:7]([CH:11]([CH3:12])[c:13]2[cH:14][cH:15][c:16](-[c:19]3[s:20][cH:21][cH:22][cH:23]3)[cH:17][cH:18]2)[C:8](=[O:10])[O:9]1. The reactants are COC1=CC=C(C=O)C=C1 (4-methoxybenzaldehyde), COC=1C=CC(=NC1)N (5-methoxypyridin-2-amine), COC1=CC=C(CNC2CCC2)C=C1 (N-(4-methoxybenzyl)cyclobutanamine). The solvent is CO (methanol). Yields the product COC=1C=CC(=NC1)NCC1=CC=C(C=C1)OC (5-methoxy-N-(4-methoxybenzyl)pyridine-2-amine). RXN SMILES: [CH3:1][O:2][C:3]1[CH:10]=[CH:9][C:6]([CH:7]=O)=[CH:5][CH:4]=1.[CH3:11][O:12][C:13]1[CH:14]=[CH:15][C:16]([NH2:19])=[N:17][CH:18]=1.COC1C=CC(CNC2CCC2)=CC=1>CO>[CH3:11][O:12][C:13]1[CH:14]=[CH:15][C:16]([NH:19][CH2:7][C:6]2[CH:9]=[CH:10][C:3]([O:2][CH3:1])=[CH:4][CH:5]=2)=[N:17][CH:18]=1. Procedure details: 5A was prepared from 4-methoxybenzaldehyde and 5-methoxypyridin-2-amine following the procedure employed for the preparation of 4A. HPLC: Rt=1.30 min (PHENOMENEX® Luna C18 4.6×30 mm 3 u, A10-90% aqueous methanol containing 0.1% TFA in 2 min; 4 mL/min flow). MS (ES): m/z=244.9 [M+H]+. The reactants are C(C1=CC=CC=C1)OC(=O)N(C12CCC(CC1)(CC2)C(=O)ON2N=NC1=C2C=CC=C1)CC(=O)N1[C@@H](C[C@@H](C1)F)C#N ((2S,4S)-1-[[N-benzyloxycarbonyl-N-[4-(benzotriazol-1-yl)oxycarbonylbicyclo[2.2.2]oct-1-yl]amino]acetyl]-4-fluoropyrrolidine-2-carbonitrile), N1CCOCC1 (morpholine). Product: C(C1=CC=CC=C1)OC(=O)N(C12CCC(CC1)(CC2)C(=O)N2CCOCC2)CC(=O)N2[C@@H](C[C@@H](C2)F)C#N ((2S,4S)-1-[[N-benzyloxycarbonyl-N-[4-(morpholin-4-yl)carbonylbicyclo[2.2.2]oct-1-yl]amino]acetyl]-4-fluoropyrrolidine-2-carbonitrile). Reaction SMILES: [CH2:1]([O:8][C:9]([N:11]([CH2:32][C:33]([N:35]1[CH2:39][C@@H:38]([F:40])[CH2:37][C@H:36]1[C:41]#[N:42])=[O:34])[C:12]12[CH2:19][CH2:18][C:15]([C:20]([O:22]N3C4C=CC=CC=4N=N3)=O)([CH2:16][CH2:17]1)[CH2:14][CH2:13]2)=[O:10])[C:2]1[CH:7]=[CH:6][CH:5]=[CH:4][CH:3]=1.[NH:43]1[CH2:48][CH2:47][O:46][CH2:45][CH2:44]1>>[CH2:1]([O:8][C:9]([N:11]([CH2:32][C:33]([N:35]1[CH2:39][C@@H:38]([F:40])[CH2:37][C@H:36]1[C:41]#[N:42])=[O:34])[C:12]12[CH2:17][CH2:16][C:15]([C:20]([N:43]3[CH2:48][CH2:47][O:46][CH2:45][CH2:44]3)=[O:22])([CH2:18][CH2:19]1)[CH2:14][CH2:13]2)=[O:10])[C:2]1[CH:7]=[CH:6][CH:5]=[CH:4][CH:3]=1. Procedure details: In a similar manner to Example 4, (2S,4S)-1-[[N-benzyloxycarbonyl-N-[4-(benzotriazol-1-yl)oxycarbonylbicyclo[2.2.2]oct-1-yl]amino]acetyl]-4-fluoropyrrolidine-2-carbonitrile (50.0 mg) and morpholine (9.9 μL) were used to obtain (2S,4S)-1-[[N-benzyloxycarbonyl-N-[4-(morpholin-4-yl)carbonylbicyclo[2.2.2]oct-1-yl]amino]acetyl]-4-fluoropyrrolidine-2-carbonitrile (43.6 mg). Reactants: solid, C(C(=O)OCC)(=O)OCC (diethyl oxalate), BrC=1C(=C(C=C(C1F)F)N)N (3-bromo-4,5-difluoro-1,2-diaminobenzene), C (charcoal). The solvent is [OH-].[Na+] (NaOH). The product is BrC1=C2NC(C(NC2=CC(=C1F)F)=O)=O (5-Bromo-6,7-difluoro-1,4-dihydro-2,3-quinoxalinedione), powdery pale yellow crystals. Reaction SMILES: [C:1]([O:8]CC)(=O)[C:2]([O:4]CC)=O.[Br:11][C:12]1[C:13]([NH2:21])=[C:14]([NH2:20])[CH:15]=[C:16]([F:19])[C:17]=1[F:18].C>[OH-].[Na+]>[Br:11][C:12]1[C:17]([F:18])=[C:16]([F:19])[CH:15]=[C:14]2[C:13]=1[NH:21][C:2](=[O:4])[C:1](=[O:8])[NH:20]2 |f:3.4|. Procedure: The title compound was prepared using an adaptation of the method of Cheeseman. (Cheeseman, G. W. H. J. Chem. Soc. 1171 (1962)). A mixture of diethyl oxalate (2.70 g, 18.5 mmol) and 3-bromo-4,5-difluoro-1,2-diaminobenzene (410 mg, 1.85 mmol) was heated to reflux under N2 for 15 h. The reaction was allowed to cool to room temperature and the dark-brown solid collected by vacuum filtration and rinsed with EtOH (20 mL) and air dried to give 215 mg (42%). A portion of this solid (150 mg) was taken a...